This data is from the Open Reaction Database (ORD), a public repository of structured organic reaction records. The task is: describe an organic reaction: reactants, conditions, products, and yield The product is c1cc2[nH]ncc2cc1NC1CC2CCC(C1)N2. The reactants are C[Si](C)(C)[Si](C)(C)C, CO, ClCCCl, I, CCOC(=O)N1C2CCC1CC(Nc1ccc3[nH]ncc3c1)C2. Reaction SMILES: [CH3:2][Si:3]([CH3:4])([CH3:5])[Si:6]([CH3:7])([CH3:8])[CH3:9].[CH3:33][OH:34].[Cl:35][CH2:36][CH2:37][Cl:38].[I:1].[nH:10]1[n:11][cH:12][c:13]2[cH:14][c:15]([NH:19][CH:20]3[CH2:21][CH:22]4[CH2:23][CH2:24][CH:25]([CH2:26]3)[N:27]4[C:28]([O:29][CH2:30][CH3:31])=[O:32])[cH:16][cH:17][c:18]12>>[nH:10]1[n:11][cH:12][c:13]2[cH:14][c:15]([NH:19][CH:20]3[CH2:21][CH:22]4[CH2:23][CH2:24][CH:25]([CH2:26]3)[NH:27]4)[cH:16][cH:17][c:18]12. Starting materials: CCCCO, CS(=O)(=O)N1CCNCC1, CCOC(C)=O, CCN(C(C)C)C(C)C, CC(Nc1nc(Cl)cc(Cl)n1)c1ccc(Cl)cc1. The product is CC(Nc1nc(Cl)cc(N2CCN(S(C)(=O)=O)CC2)n1)c1ccc(Cl)cc1. Reaction SMILES: [CH2:38]([OH:39])[CH2:40][CH2:41][CH3:42].[CH3:19][S:20](=[O:21])(=[O:22])[N:23]1[CH2:24][CH2:25][NH:26][CH2:27][CH2:28]1.[CH3:43][CH2:44][O:45][C:46](=[O:47])[CH3:48].[CH:29]([N:30]([CH2:31][CH3:32])[CH:33]([CH3:34])[CH3:35])([CH3:36])[CH3:37].[Cl:1][c:2]1[n:3][c:4]([NH:9][CH:10]([CH3:11])[c:12]2[cH:13][cH:14][c:15]([Cl:18])[cH:16][cH:17]2)[n:5][c:6]([Cl:8])[cH:7]1>>[c:2]1([N:26]2[CH2:25][CH2:24][N:23]([S:20]([CH3:19])(=[O:21])=[O:22])[CH2:28][CH2:27]2)[n:3][c:4]([NH:9][CH:10]([CH3:11])[c:12]2[cH:13][cH:14][c:15]([Cl:18])[cH:16][cH:17]2)[n:5][c:6]([Cl:8])[cH:7]1.